From a dataset of the Open Reaction Database (ORD), a public repository of structured organic reaction records. describe an organic reaction: reactants, conditions, products, and yield Starting materials: N1CCC(CC1)CN1CCCCC1 (1-(piperidin-4-ylmethyl)piperidine), ClC1=CC=C(CN2C(=CC3=CC=CC=C23)C(=O)O)C=C1 (1-(4-chlorobenzyl)-1H-indole-2-carboxylic acid), C=1C=CC2=C(C1)N=NN2O (HOBT), CCN(C(C)C)C(C)C (DIPEA), C(CCl)Cl (EDC). Run in C(Cl)Cl (DCM), C(C)(=O)OCC (ethyl acetate). Reaction conditions: time 15 hour. The product is ClC1=CC=C(CN2C(=CC3=CC=CC=C23)C(=O)N2CCC(CC2)CN2CCCCC2)C=C1 ((1-(4-chlorobenzyl)-1H-indol-2-yl)(4-(piperidin-1-ylmethyl)piperidin-1-yl)methanone). RXN SMILES: [Cl:1][C:2]1[CH:20]=[CH:19][C:5]([CH2:6][N:7]2[C:15]3[C:10](=[CH:11][CH:12]=[CH:13][CH:14]=3)[CH:9]=[C:8]2[C:16](O)=[O:17])=[CH:4][CH:3]=1.CCN(C(C)C)C(C)C.C(Cl)CCl.C1C=CC2N(O)N=NC=2C=1.[NH:44]1[CH2:49][CH2:48][CH:47]([CH2:50][N:51]2[CH2:56][CH2:55][CH2:54][CH2:53][CH2:52]2)[CH2:46][CH2:45]1>C(OCC)(=O)C.C(Cl)Cl>[Cl:1][C:2]1[CH:3]=[CH:4][C:5]([CH2:6][N:7]2[C:15]3[C:10](=[CH:11][CH:12]=[CH:13][CH:14]=3)[CH:9]=[C:8]2[C:16]([N:44]2[CH2:45][CH2:46][CH:47]([CH2:50][N:51]3[CH2:56][CH2:55][CH2:54][CH2:53][CH2:52]3)[CH2:48][CH2:49]2)=[O:17])=[CH:19][CH:20]=1. Procedure: The following was added to DCM (6 mL): 1-(4-chlorobenzyl)-1H-indole-2-carboxylic acid (110 mg, 0.380 mmol), DIPEA (0.5 mL, 2.95 mmol), EDC (100 mg, 0.506 mmol), HOBT (80 mg, 0.506 mmol), and 1-(piperidin-4-ylmethyl)piperidine (150 mg, 0.843 mmol). The solution was stirred at rt for 15 h, at which time the solution was diluted with a 1:1 solution of ethyl acetate:diethyl ether and washed with water (1×), 10% aq. sodium carbonate (1×), and brine (1×). The organic phase was then dried over magnesiu... Reactants: COC(C1=CN=C(C(=C1)Br)Cl)=O (5-bromo-6-chloro-nicotinic acid methyl ester), COCCO (2-methoxy-ethanol), FC(OC1=CC=C(C=C1)B(O)O)(F)F (4-trifluoromethoxyphenyl-boronic acid), N[C@H]1[C@@H](CCCC1)O ((1R,2R)-2-amino-cyclohexanol). Product: O[C@H]1[C@@H](CCCC1)NC(C1=CN=C(C(=C1)C1=CC=C(C=C1)OC(F)(F)F)OCCOC)=O (N-((1R,2R)-2-Hydroxy-cyclohexyl)-6-(2-methoxy-ethoxy)-5-(4-trifluoromethoxy-phenyl)-nicotinamide). As a reaction SMILES: CO[C:3](=[O:12])[C:4]1[CH:9]=[C:8](Br)[C:7](Cl)=[N:6][CH:5]=1.[F:13][C:14]([F:26])([F:25])[O:15][C:16]1[CH:21]=[CH:20][C:19](B(O)O)=[CH:18][CH:17]=1.[NH2:27][C@@H:28]1[CH2:33][CH2:32][CH2:31][CH2:30][C@H:29]1[OH:34].[CH3:35][O:36][CH2:37][CH2:38][OH:39]>>[OH:34][C@@H:29]1[CH2:30][CH2:31][CH2:32][CH2:33][C@H:28]1[NH:27][C:3](=[O:12])[C:4]1[CH:9]=[C:8]([C:19]2[CH:20]=[CH:21][C:16]([O:15][C:14]([F:26])([F:25])[F:13])=[CH:17][CH:18]=2)[C:7]([O:39][CH2:38][CH2:37][O:36][CH3:35])=[N:6][CH:5]=1. Reported procedure: The title compound was synthesized in analogy to the procedure described for the preparation of Example 43, using 5-bromo-6-chloro-nicotinic acid methyl ester, 2-methoxy-ethanol (commercially available), 4-trifluoromethoxyphenyl-boronic acid (commercially available) and (1R,2R)-2-amino-cyclohexanol (commercially available) as starting materials. MS (ISP): 455.1 (M+H+). The reactants are O=C([O-])O, F, NC(N)=O, [Na+], CC(=O)C1CCC2C3CCC4CC5OC5CC4(C)C3C(=O)CC12C. Yields the product CC(=O)C1CCC2C3CCC4CC(O)C(F)CC4(C)C3C(=O)CC12C. Reaction SMILES: [C:30](=[O:31])([OH:32])[O-:33].[FH:1].[NH2:2][C:3](=[O:4])[NH2:5].[Na+:34].[O:6]1[CH:7]2[CH:8]1[CH2:9][CH:10]1[CH2:11][CH2:12][CH:13]3[CH:14]4[CH2:15][CH2:16][CH:17]([C:18]([CH3:19])=[O:20])[C:21]4([CH3:29])[CH2:22][C:23](=[O:28])[CH:24]3[C:25]1([CH3:27])[CH2:26]2>>[F:1][CH:7]1[CH:8]([OH:6])[CH2:9][CH:10]2[CH2:11][CH2:12][CH:13]3[CH:14]4[CH2:15][CH2:16][CH:17]([C:18]([CH3:19])=[O:20])[C:21]4([CH3:29])[CH2:22][C:23](=[O:28])[CH:24]3[C:25]2([CH3:27])[CH2:26]1. Starting materials: CC(=O)OCCc1ccc(-n2c(C(C)(C)N=[N+]=[N-])nc3cc(C(F)(F)F)c(Cl)cc32)cc1, CO. The product is CC(=O)OCCc1ccc(-n2c(C(C)(C)N)nc3cc(C(F)(F)F)c(Cl)cc32)cc1. Reaction SMILES: [C:1]([CH3:2])(=[O:3])[O:4][CH2:5][CH2:6][c:7]1[cH:8][cH:9][c:10](-[n:13]2[c:14]([C:27]([CH3:28])([CH3:29])[N:30]=[N+:31]=[N-:32])[n:15][c:16]3[c:17]2[cH:18][c:19]([Cl:26])[c:20]([C:22]([F:23])([F:24])[F:25])[cH:21]3)[cH:11][cH:12]1.[CH3:33][OH:34]>>[C:1]([CH3:2])(=[O:3])[O:4][CH2:5][CH2:6][c:7]1[cH:8][cH:9][c:10](-[n:13]2[c:14]([C:27]([CH3:28])([CH3:29])[NH2:30])[n:15][c:16]3[c:17]2[cH:18][c:19]([Cl:26])[c:20]([C:22]([F:23])([F:24])[F:25])[cH:21]3)[cH:11][cH:12]1. Starting materials: COC=1C=C(CCl)C=CC1 (3-methoxybenzyl chloride), N1(CCNCC1)C(=S)SC (methyl 1-piperazinecarbodithioate), C([O-])([O-])=O.[Na+].[Na+] (sodium carbonate). Solvent: C(C)O (ethanol). The product is COC=1C=C(CN2CCN(CC2)C(=S)SC)C=CC1 (methyl 4-(3-methoxybenzyl)-1-piperazinecarbodithioate). Yield: 83.0%. Reaction SMILES: [CH3:1][O:2][C:3]1[CH:4]=[C:5]([CH:8]=[CH:9][CH:10]=1)[CH2:6]Cl.[N:11]1([C:17]([S:19][CH3:20])=[S:18])[CH2:16][CH2:15][NH:14][CH2:13][CH2:12]1.C(=O)([O-])[O-].[Na+].[Na+]>C(O)C>[CH3:1][O:2][C:3]1[CH:4]=[C:5]([CH:8]=[CH:9][CH:10]=1)[CH2:6][N:14]1[CH2:15][CH2:16][N:11]([C:17]([S:19][CH3:20])=[S:18])[CH2:12][CH2:13]1 |f:2.3.4|. Reported procedure: In a nitrogen atmosphere, 1.57 g (10.0 mmol.) of 3-methoxybenzyl chloride, 2.00 g (10.0 mmol., purity 88.1%) of methyl 1-piperazinecarbodithioate, 1.06 g (10.0 mmol.) of anhydrous sodium carbonate and 20 ml of ethanol. The mixture was refluxed under heating for 5 hours. The solvent was distilled off under reduced pressure. The residue was mixed with 15 ml of dichloromethane and 10 ml of water. The mixture was allowed to give separated layers. The organic solvent portion was washed with water and... Reactants: BrCc1ccccc1, CCO, [Na+], [OH-], O, O=C(O)c1c(O)cccc1O. Product: O=C(OCc1ccccc1)c1c(O)cccc1O. RXN SMILES: [Br:14][CH2:15][c:16]1[cH:17][cH:18][cH:19][cH:20][cH:21]1.[CH3:23][CH2:24][OH:25].[Na+:13].[OH-:12].[OH2:22].[OH:1][c:2]1[c:3]([C:4](=[O:5])[OH:6])[c:7]([OH:11])[cH:8][cH:9][cH:10]1>>[OH:1][c:2]1[c:3]([C:4]([O:5][CH2:15][c:16]2[cH:17][cH:18][cH:19][cH:20][cH:21]2)=[O:6])[c:7]([OH:11])[cH:8][cH:9][cH:10]1. Starting materials: potassium carbonate anhydride, [H-].[Na+] (sodium hydride), BrCC(=C(CBr)CBr)CBr (tetrakis (bromomethyl)ethylene), CC=1C=CC(=CC1)S(=O)(=O)N (p-toluene sulfonamide). Solvent: CN(C=O)C (dimethylformamide). Run at time 24 hour. The product is C1(=CC=C(C=C1)S(=O)(=O)N1CC=2CN(CC2C1)S(=O)(=O)C1=CC=C(C=C1)C)C (3,7-bis-p-toluenesulfonyl-3,7-diazabicyclo [3.3.0] oct-1(5)-ene), powder. Yield: 50.0%. RXN SMILES: Br[CH2:2][C:3]([CH2:9]Br)=[C:4]([CH2:7]Br)[CH2:5]Br.[CH3:11][C:12]1[CH:13]=[CH:14][C:15]([S:18]([NH2:21])(=[O:20])=[O:19])=[CH:16][CH:17]=1.[H-].[Na+]>CN(C)C=O>[C:12]1([CH3:11])[CH:13]=[CH:14][C:15]([S:18]([N:21]2[CH2:7][C:4]3[CH2:5][N:21]([S:18]([C:15]4[CH:16]=[CH:17][C:12]([CH3:11])=[CH:13][CH:14]=4)(=[O:19])=[O:20])[CH2:9][C:3]=3[CH2:2]2)(=[O:20])=[O:19])=[CH:16][CH:17]=1 |f:2.3|. Procedure details: 30 g of tetrakis (bromomethyl)ethylene and 30 g of p-toluene sulfonamide were dissolved in 400 ml of dimethylformamide. 150 g of potassium carbonate anhydride (or 50% sodium hydride 17 g) was added and then stirred at room temperature for 24 hours. Thereafter, this reaction mixture was distilled under vacuum to remove solvents. By adding 30 ml of water and 100 ml of ethylacetate, 17 g of the title compound was obtained as pale yellow powder (yield 50%). Reactants: NC=1C(=C(C=O)C=CN1)[N+](=O)[O-] (2-amino-3-nitroisonicotinaldehyde), [BH4-].[Na+] (sodium tetrahydroborate). The solvent is CO (MeOH). Yields the product NC1=NC=CC(=C1[N+](=O)[O-])CO ((2-amino-3-nitropyridin-4-yl)methanol). Isolated yield 69.0%. Reaction SMILES: [NH2:1][C:2]1[C:3]([N+:10]([O-:12])=[O:11])=[C:4]([CH:7]=[CH:8][N:9]=1)[CH:5]=[O:6].[BH4-].[Na+]>CO>[NH2:1][C:2]1[C:3]([N+:10]([O-:12])=[O:11])=[C:4]([CH2:5][OH:6])[CH:7]=[CH:8][N:9]=1 |f:1.2|. Reported procedure: To a suspension of the aldehyde obtained above (850 mg, 5.1 mmol) in MeOH (25 mL) at 0° C. was added sodium tetrahydroborate (190 mg, 5.10 mmol) and the reaction mixture warmed to RT for 2 hr and then quenched by the addition of hydrochloric acid (1 M, 5.0 mL) The mixture was diluted with sat aq. NaHCO3 (40 mL) and was extracted with DCM (80 mL, 6×100 mL). The combined organic extracts were dried and evaporated in vacuo to afford (2-amino-3-nitropyridin-4-yl)methanol as an orange solid (630 mg, ... The reactants are COC(=O)c1cnc(S(C)(=O)=O)nc1, CN1CCCC1=O, [Na+], [O-]c1ccccc1, O, O, O, O. Product: COC(=O)c1cnc(Oc2ccccc2)nc1. Reaction SMILES: [CH3:1][O:2][C:3](=[O:4])[c:5]1[cH:6][n:7][c:8]([S:11]([CH3:12])(=[O:13])=[O:14])[n:9][cH:10]1.[CH3:27][N:28]1[CH2:29][CH2:30][CH2:31][C:32]1=[O:33].[Na+:25].[O-:18][c:19]1[cH:20][cH:21][cH:22][cH:23][cH:24]1.[OH2:15].[OH2:16].[OH2:17].[OH2:26]>>[CH3:1][O:2][C:3](=[O:4])[c:5]1[cH:6][n:7][c:8]([O:18][c:19]2[cH:20][cH:21][cH:22][cH:23][cH:24]2)[n:9][cH:10]1. Run in C1(=CC=CC=C1)C (toluene). Starting materials: C(#N)[BH3-].[Na+] (sodium cyanoborohydride), C(C)(=O)O (acetic acid), C(C1=CC=CC=C1)C1N(CCC(C1)N)C(C1=CC(=CC(=C1)Cl)Cl)=O (2-benzyl-1-(3,5-dichlorobenzoyl)-4-piperidinamine), C(C1=CC=CC=C1)(=O)C1=CC=CC=C1 (benzophenone). Reaction conditions: time 68 hour. The product is C(C1=CC=CC=C1)[C@H]1N(CC[C@@H](C1)NC(C1=CC=CC=C1)C1=CC=CC=C1)C(C1=CC(=CC(=C1)Cl)Cl)=O ((2R*,4S*)-2-benzyl-1-(3,5-dichlorobenzoyl)-N-diphenylmethyl-4-piperidinamine), foam. As a reaction SMILES: [CH2:1]([CH:8]1[CH2:13][CH:12]([NH2:14])[CH2:11][CH2:10][N:9]1[C:15](=[O:24])[C:16]1[CH:21]=[C:20]([Cl:22])[CH:19]=[C:18]([Cl:23])[CH:17]=1)[C:2]1[CH:7]=[CH:6][CH:5]=[CH:4][CH:3]=1.[C:25]([C:33]1[CH:38]=[CH:37][CH:36]=[CH:35][CH:34]=1)(=O)[C:26]1[CH:31]=[CH:30][CH:29]=[CH:28][CH:27]=1.C([BH3-])#N.[Na+].C(O)(=O)C>C1(C)C=CC=CC=1>[CH2:1]([C@@H:8]1[CH2:13][C@@H:12]([NH:14][CH:25]([C:26]2[CH:31]=[CH:30][CH:29]=[CH:28][CH:27]=2)[C:33]2[CH:38]=[CH:37][CH:36]=[CH:35][CH:34]=2)[CH2:11][CH2:10][N:9]1[C:15](=[O:24])[C:16]1[CH:21]=[C:20]([Cl:22])[CH:19]=[C:18]([Cl:23])[CH:17]=1)[C:2]1[CH:3]=[CH:4][CH:5]=[CH:6][CH:7]=1 |f:2.3|. Procedure details: A solution of 200 mg (0.551 mmol) of (2R*,45*)-2-benzyl-1-(3,5-dichlorobenzoyl)-4-piperidinamine and 110 mg (0.606 mmol) of benzophenone in 5 ml of toluene are kept at reflux for 18 hours. The reaction mixture is then concentrated in a rotary evaporator and dissolved in 3 ml of methanol, and 69 mg (1.10 mmol) of sodium cyanoborohydride are added at RT. The reaction mixture is adjusted to pH=5 with 80 μl of acetic acid and stirred at RT for 68 hours. The title compound ##STR98## is obtained as wh... Yield: 41.0%.